From a dataset of the Open Reaction Database (ORD), a public repository of structured organic reaction records. describe an organic reaction: reactants, conditions, products, and yield The reactants are BrC1=NC=C(C=C1)Br (2,5-dibromopyridine), [Li]CCCC (n-BuLi), FC(C(=O)OCC)F (ethyl difluoroacetate). The solvent is C1(=CC=CC=C1)C (toluene). Conditions: time 2 hour. The product is BrC=1C=CC(=NC1)C(C(F)F)=O (1-(5-bromopyridin-2-yl)-2,2-difluoroethanone). Isolated yield 56.5%. RXN SMILES: Br[C:2]1[CH:7]=[CH:6][C:5]([Br:8])=[CH:4][N:3]=1.[Li]CCCC.[F:14][CH:15]([F:21])[C:16](OCC)=[O:17]>C1(C)C=CC=CC=1>[Br:8][C:5]1[CH:6]=[CH:7][C:2]([C:16](=[O:17])[CH:15]([F:21])[F:14])=[N:3][CH:4]=1. Procedure: To a solution of 2,5-dibromopyridine (15.21 g, 64 mmol) in anhydrous toluene (150 mL) at −78° C. under nitrogen was added dropwise with n-BuLi (2.5 M in hexane, 25 mL, 62 mmol). Stirring was continued at −78° C. for 2 h, then ethyl difluoroacetate (11 g, 80 mmol) was added dropwise at −78° C. The mixture was stirred overnight while the temperature rose to room temperature. The mixture was partitioned between EtOAc and brine, the water layer was extracted with EtOAc, the combined organic extracts...